From a dataset of the Open Reaction Database (ORD), a public repository of structured organic reaction records. describe an organic reaction: reactants, conditions, products, and yield The reactants are C[N-]C, CC#N, CN1CC[NH+](C)C1Cl, [Li+], O=[N+]([O-])[O-]. The product is CN(C)C1N(C)CC[NH+]1C, O=[N+]([O-])[O-]. As a reaction SMILES: [CH3:13][N-:14][CH3:15].[CH3:17][C:18]#[N:19].[CH3:5][NH+:6]1[CH:7]([Cl:12])[N:8]([CH3:11])[CH2:9][CH2:10]1.[Li+:16].[N+:1](=[O:2])([O-:3])[O-:4]>>[CH3:5][NH+:6]1[CH:7]([N:14]([CH3:13])[CH3:15])[N:8]([CH3:11])[CH2:9][CH2:10]1.[N+:1](=[O:2])([O-:3])[O-:4]. The reactants are BrC1=CC=C(S1)C=CC(=O)O (3-(5-bromo-thiophen-2-yl)-acrylic acid), FC1=CC=C(C=C1)B(O)O (4-fluoro -phenylboronic acid), C([O-])([O-])=O.[Na+].[Na+] (sodium carbonate). Reagents/catalysts: C=1C=CC(=CC1)[P](C=2C=CC=CC2)(C=3C=CC=CC3)[Pd]([P](C=4C=CC=CC4)(C=5C=CC=CC5)C=6C=CC=CC6)([P](C=7C=CC=CC7)(C=8C=CC=CC8)C=9C=CC=CC9)[P](C=1C=CC=CC1)(C=1C=CC=CC1)C=1C=CC=CC1 (tetrakis(triphenylphosphine)palladium). Solvent: COCCOC (DME), COCCOC (DME). Run at time 10 minute. The product is FC1=CC=C(C=C1)C1=CC=C(S1)C=CC(=O)O (3-[5-(4-Fluoro-phenyl)-thiophen-2-yl]-acrylic acid). RXN SMILES: Br[C:2]1[S:6][C:5]([CH:7]=[CH:8][C:9]([OH:11])=[O:10])=[CH:4][CH:3]=1.[F:12][C:13]1[CH:18]=[CH:17][C:16](B(O)O)=[CH:15][CH:14]=1.C(=O)([O-])[O-].[Na+].[Na+]>COCCOC.C1C=CC([P]([Pd]([P](C2C=CC=CC=2)(C2C=CC=CC=2)C2C=CC=CC=2)([P](C2C=CC=CC=2)(C2C=CC=CC=2)C2C=CC=CC=2)[P](C2C=CC=CC=2)(C2C=CC=CC=2)C2C=CC=CC=2)(C2C=CC=CC=2)C2C=CC=CC=2)=CC=1>[F:12][C:13]1[CH:18]=[CH:17][C:16]([C:2]2[S:6][C:5]([CH:7]=[CH:8][C:9]([OH:11])=[O:10])=[CH:4][CH:3]=2)=[CH:15][CH:14]=1 |f:2.3.4,^1:37,39,58,77|. Procedure: 1 g (4.3 mmol) of 3-(5-bromo-thiophen-2-yl)-acrylic acid and 247 mg (0.2 mmol) of tetrakis(triphenylphosphine)palladium were dissolved in 50 ml of degassed DME and stirred at room temperature for 10 min. 0.900 g (6.4 mmol) of 4-fluoro -phenylboronic acid and 4 ml of a 2 M aqueous sodium carbonate solution were added together with an additional 5 ml of degassed DME. The reaction mixture was heated to 95° C. for 4 h and then stirred at room temperature for 16 h. Solids were removed by filtration, ... Reactants: ClC=1C=CC(=NC1)N1C(C2=NC=CN=C2C1=O)O (6-(5-Chloro-2-pyridyl)-6,7-dihydro-7-hydroxy-5H-pyrrolo[3,4-b]pyrazin-5-one), C(C)OC(=O)C=[PH3] (ethoxycarbonylmethylenephosphorane). Solvent: C1(=CC=CC=C1)C (toluene). Procedure details: 6-(5-Chloro-2-pyridyl)-6,7-dihydro-7-hydroxy-5H-pyrrolo[3,4-b]pyrazin-5-one (1.05 g) and ethoxycarbonylmethylenephosphorane (1.39 g) were dissolved in dry toluene (30 ml) and the solution was refluxed for 6 hours. After cooling, the solvent was distilled off and the residue was purified by silica gel column chromatography. Fractions eluted with dichloromethaneethyl acetate (2:1) were collected and the solvent was distilled off to give crude crystals. Recrystallization from ether-dichloromethane ... As a reaction SMILES: [Cl:1][C:2]1[CH:3]=[CH:4][C:5]([N:8]2[C:16](=O)[C:15]3[C:10](=[N:11][CH:12]=[CH:13][N:14]=3)[CH:9]2[OH:18])=[N:6][CH:7]=1.[CH2:19]([O:21][C:22]([CH:24]=[PH3])=[O:23])[CH3:20]>C1(C)C=CC=CC=1>[Cl:1][C:2]1[CH:3]=[CH:4][C:5]([N:8]2[C:9](=[O:18])[C:10]3[C:15](=[N:14][CH:13]=[CH:12][N:11]=3)[CH:16]2[CH2:24][C:22]([O:21][CH2:19][CH3:20])=[O:23])=[N:6][CH:7]=1. The product is ClC=1C=CC(=NC1)N1C(C2=NC=CN=C2C1=O)CC(=O)OCC (6(5-chloro pyridyl)-6,7-dihydro-7-ethoxycarbonylmethyl-5H-pyrrolo[3,4-b]pyrazin-5-one). Isolated yield 90.2%. Reactants: CC(C)(C)c1ccc(C(=O)Nc2cnccc2N)cc1, COc1ccc(C(=O)Cl)cc1, Cc1ccccc1, c1ccncc1. Yields the product COc1ccc(C(=O)Nc2ccncc2NC(=O)c2ccc(C(C)(C)C)cc2)cc1. RXN SMILES: [C:1]([CH3:2])([CH3:3])([CH3:4])[c:5]1[cH:6][cH:7][c:8]([C:9](=[O:10])[NH:11][c:12]2[cH:13][n:14][cH:15][cH:16][c:17]2[NH2:18])[cH:19][cH:20]1.[C:27]([c:28]1[cH:29][cH:30][c:31]([O:34][CH3:35])[cH:32][cH:33]1)(=[O:36])[Cl:37].[CH3:38][c:39]1[cH:40][cH:41][cH:42][cH:43][cH:44]1.[cH:21]1[cH:22][cH:23][n:24][cH:25][cH:26]1>>[C:1]([CH3:2])([CH3:3])([CH3:4])[c:5]1[cH:6][cH:7][c:8]([C:9](=[O:10])[NH:11][c:12]2[cH:13][n:14][cH:15][cH:16][c:17]2[NH:18][C:27]([c:28]2[cH:29][cH:30][c:31]([O:34][CH3:35])[cH:32][cH:33]2)=[O:36])[cH:19][cH:20]1. Reactants: [N+](=O)([O-])C=1C=C(C=C)C=CC1 (3-nitrostyrene), C(C)(=O)NC1=NC=C(C=C1)Br (2-acetamido-5-bromopyridine), C([O-])(O)=O.[Na+] (sodium bicarbonate), ice water. Reagents/catalysts: [Cl-].C(CCC)[N+](CCCC)(CCCC)CCCC (tetra-n-butylammonium chloride), C(C)(=O)[O-].[Pd+2].C(C)(=O)[O-] (palladium(II) acetate). Run in CN(C=O)C (N,N-dimethylformamide). Reaction conditions: time 6 hour. Product: C(C)(=O)NC1=CC=C(C=N1)/C=C/C=1C=C(C=CC1)[N+](=O)[O-] (3-[(E)-2-(6-acetamido-3-pyridyl)vinyl]nitrobenzene). Isolated yield 90.3%. Reaction SMILES: [N+:1]([C:4]1[CH:5]=[C:6]([CH:9]=[CH:10][CH:11]=1)[CH:7]=[CH2:8])([O-:3])=[O:2].[C:12]([NH:15][C:16]1[CH:21]=[CH:20][C:19](Br)=[CH:18][N:17]=1)(=[O:14])[CH3:13].C(=O)(O)[O-].[Na+]>[Cl-].C([N+](CCCC)(CCCC)CCCC)CCC.CN(C)C=O.C([O-])(=O)C.[Pd+2].C([O-])(=O)C>[C:12]([NH:15][C:16]1[N:17]=[CH:18][C:19](/[CH:8]=[CH:7]/[C:6]2[CH:5]=[C:4]([N+:1]([O-:3])=[O:2])[CH:11]=[CH:10][CH:9]=2)=[CH:20][CH:21]=1)(=[O:14])[CH3:13] |f:2.3,4.5,7.8.9|. Reported procedure: A mixture of 3-nitrostyrene (7.0 g), 2-acetamido-5-bromopyridine (10.1 g), tetra-n-butylammonium chloride (13.1 g), palladium(II) acetate (0.08 g) and sodium bicarbonate (9.87 g) in N,N-dimethylformamide (70 ml) was stirred at 110pbC. for 6 hours. The reaction mixture was poured into ice-water and precipitated crystals were collected, washed with water and dried to give 3-[(E)-2-(6-acetamido-3-pyridyl)vinyl]nitrobenzene (12.0 g). Reaction SMILES: [F:1][C:2]1[CH:7]=[C:6]([F:8])[CH:5]=[CH:4][C:3]=1[C@@:9]1([CH2:13][N:14]2[CH:18]=[N:17][CH:16]=[N:15]2)[C@H:11]([CH3:12])[O:10]1.[N:19]1[N:20]([C:24]2[CH:29]=[CH:28][C:27]([N:30]3[CH:34]=[N:33][NH:32][C:31]3=[O:35])=[CH:26][CH:25]=2)[N:21]=[N:22][CH:23]=1>>[F:1][C:2]1[CH:7]=[C:6]([F:8])[CH:5]=[CH:4][C:3]=1[C@@:9]([OH:10])([CH2:13][N:14]1[CH:18]=[N:17][CH:16]=[N:15]1)[C@H:11]([N:32]1[C:31](=[O:35])[N:30]([C:27]2[CH:26]=[CH:25][C:24]([N:20]3[N:21]=[N:22][CH:23]=[N:19]3)=[CH:29][CH:28]=2)[CH:34]=[N:33]1)[CH3:12]. Procedure: (2R,3S)-2-(2,4-Difluorophenyl)-3-methyl-2-(1H-1,2,4-triazol-1-yl)methyloxirane was reacted with 4-[4-(2H-2-tetrazolyl)phenyl]-3(2H,4H)-1,2,4-triazolone in the same manner as in Working Example 11 to give 2-[(1R,2R)-2-(2,4-difluorophenyl)-2-hydroxy-1-methyl-3-(1H-1,2,4-triazol-1-yl)propyl]-4-[4-(2H-2-tetrazolyl)phenyl]-3(2H,4H)-1,2,4-triazolone (Compound 25). Starting materials: FC1=C(C=CC(=C1)F)[C@@]1(O[C@H]1C)CN1N=CN=C1 ((2R,3S)-2-(2,4-Difluorophenyl)-3-methyl-2-(1H-1,2,4-triazol-1-yl)methyloxirane), N=1N(N=NC1)C1=CC=C(C=C1)N1C(NN=C1)=O (4-[4-(2H-2-tetrazolyl)phenyl]-3(2H,4H)-1,2,4-triazolone). Yields the product FC1=C(C=CC(=C1)F)[C@]([C@@H](C)N1N=CN(C1=O)C1=CC=C(C=C1)N1N=CN=N1)(CN1N=CN=C1)O (2-[(1R,2R)-2-(2,4-difluorophenyl)-2-hydroxy-1-methyl-3-(1H-1,2,4-triazol-1-yl)propyl]-4-[4-(2H-2-tetrazolyl)phenyl]-3(2H,4H)-1,2,4-triazolone). Reactants: OC1=C(C=C(CCNC(OC(C)(C)C)=O)C=C1)OC (tert-butyl 4-hydroxy-3-methoxyphenethylcarbamate), BrC(C)C (2-bromopropane), C([O-])([O-])=O.[K+].[K+] (potassium carbonate), C(C)#N (acetonitrile), BrC(C)C (2-bromopropane). Solvent: CCOC(=O)C (EtOAc). Conditions: temperature 65 celsius, time 18 hour. Product: C(C)(C)OC1=C(C=C(CCNC(OC(C)(C)C)=O)C=C1)OC (tert-butyl 4-isopropoxy-3-methoxyphenethylcarbamate). Yield: 70.0%. RXN SMILES: C(#N)C.[OH:4][C:5]1[CH:20]=[CH:19][C:8]([CH2:9][CH2:10][NH:11][C:12](=[O:18])[O:13][C:14]([CH3:17])([CH3:16])[CH3:15])=[CH:7][C:6]=1[O:21][CH3:22].Br[CH:24]([CH3:26])[CH3:25].C(=O)([O-])[O-].[K+].[K+]>CCOC(C)=O>[CH:24]([O:4][C:5]1[CH:20]=[CH:19][C:8]([CH2:9][CH2:10][NH:11][C:12](=[O:18])[O:13][C:14]([CH3:17])([CH3:15])[CH3:16])=[CH:7][C:6]=1[O:21][CH3:22])([CH3:26])[CH3:25] |f:3.4.5|. Reported procedure: To a 250 mL round bottom flask containing acetonitrile (18.7 mL) was added tert-butyl 4-hydroxy-3-methoxyphenethylcarbamate (1.0 g, 3.74 mmol), 2-bromopropane (0.51 g, 4.11 mmol), and potassium carbonate (1.5 g, 11.22 mmol). The resulting suspension was stirred at 65° C. for 18 hours. A second addition of 2-bromopropane (0.51 g, 4.11 mmol) was performed and heating was continued for another 18 hours. The reaction mixture was concentrated reaction in vacuo. The resulting oil was dissolved in EtOA... Reactants: CCOC(=O)CCC(=O)c1cnc2c(OC)cccc2c1Cl, Cc1ccccc1N, C1CCOC1. Product: CCOC(=O)CCC(=O)c1cnc2c(OC)cccc2c1Nc1ccccc1C. RXN SMILES: [Cl:1][c:2]1[c:3]([C:14]([CH2:15][CH2:16][C:17](=[O:18])[O:19][CH2:20][CH3:21])=[O:22])[cH:4][n:5][c:6]2[c:7]([O:12][CH3:13])[cH:8][cH:9][cH:10][c:11]12.[NH2:23][c:24]1[c:25]([CH3:30])[cH:26][cH:27][cH:28][cH:29]1.[O:31]1[CH2:32][CH2:33][CH2:34][CH2:35]1>>[c:2]1([NH:23][c:24]2[c:25]([CH3:30])[cH:26][cH:27][cH:28][cH:29]2)[c:3]([C:14]([CH2:15][CH2:16][C:17](=[O:18])[O:19][CH2:20][CH3:21])=[O:22])[cH:4][n:5][c:6]2[c:7]([O:12][CH3:13])[cH:8][cH:9][cH:10][c:11]12. Reactants: BrC=1C=NC(=NC1)I (5-Bromo-2-iodopyrimidine), FC1=C(C=CC(=C1F)OCCCCCCCC)C1=NC=C(C=N1)Br (2-(2',3'-Difluoro-4'-octyloxyphenyl)-5-bromopyrimidine), FC1=C(C=CC(=C1)OCCCCCCCC)B(O)O (2-fluoro-4-octyloxyphenylboronic acid), C([O-])([O-])=O.[Na+].[Na+] (sodium carbonate). Reagents/catalysts: C=1C=CC(=CC1)[P](C=2C=CC=CC2)(C=3C=CC=CC3)[Pd]([P](C=4C=CC=CC4)(C=5C=CC=CC5)C=6C=CC=CC6)([P](C=7C=CC=CC7)(C=8C=CC=CC8)C=9C=CC=CC9)[P](C=1C=CC=CC1)(C=1C=CC=CC1)C=1C=CC=CC1 (tetrakis(triphenylphosphine)palladium). Solvent: COCCOC (DME). Product: FC1=C(C=CC(=C1)OCCCCCCCC)C1=NC=C(C=N1)Br (2-(2'-Fluoro-4'-octyloxyphenyl)-5-bromopyrimidine). Yield: 69.0%. As a reaction SMILES: BrC1C=NC(I)=NC=1.FC1C=C(OCCCCCCCC)C=CC=1B(O)O.C(=O)([O-])[O-].[Na+].[Na+].[F:34][C:35]1[C:40](F)=[C:39]([O:42][CH2:43][CH2:44][CH2:45][CH2:46][CH2:47][CH2:48][CH2:49][CH3:50])[CH:38]=[CH:37][C:36]=1[C:51]1[N:56]=[CH:55][C:54]([Br:57])=[CH:53][N:52]=1>C1C=CC([P]([Pd]([P](C2C=CC=CC=2)(C2C=CC=CC=2)C2C=CC=CC=2)([P](C2C=CC=CC=2)(C2C=CC=CC=2)C2C=CC=CC=2)[P](C2C=CC=CC=2)(C2C=CC=CC=2)C2C=CC=CC=2)(C2C=CC=CC=2)C2C=CC=CC=2)=CC=1.COCCOC>[F:34][C:35]1[CH:40]=[C:39]([O:42][CH2:43][CH2:44][CH2:45][CH2:46][CH2:47][CH2:48][CH2:49][CH3:50])[CH:38]=[CH:37][C:36]=1[C:51]1[N:52]=[CH:53][C:54]([Br:57])=[CH:55][N:56]=1 |f:2.3.4,^1:61,63,82,101|. Reported procedure: --Quantities: 5-bromo-2-iodopyrimidine 2 (4.05 g, 14.2 mmol), 2-fluoro-4-octyloxyphenylboronic acid 5 (4.57 g, 17.0 mmol), tetrakis(triphenylphosphine)palladium (328 mg, 0.28 mmol), 2M sodium carbonate (50 ml), DME (50 ml). The experimental procedure was as described for compound 4 to yield the monofluorophenylpyrimidine 6 (3.68 g, 69%) (from MeOH), m.p. 71.6° C.; νmax /cm-1 (KBr) 2920, 2850, 1610, 1410, 1270, 1125 and 830; δ 0.90 (3H, t, Me), 1.20-1.55 (10H, m), 1.82 (2H, quint, OCH2CH2), 4.00 ... The reactants are F[B-](F)(F)F, Cc1nc(C(=O)O)ccc1[N+](=O)[O-], ClCCl, NCCN1CCOCC1, CN(C)C(On1nnc2ccccc21)=[N+](C)C. Product: Cc1nc(C(=O)NCCN2CCOCC2)ccc1[N+](=O)[O-]. As a reaction SMILES: [B-:23]([F:24])([F:25])([F:26])[F:27].[CH3:1][c:2]1[c:3]([N+:11](=[O:12])[O-:13])[cH:4][cH:5][c:6]([C:8](=[O:9])[OH:10])[n:7]1.[Cl:45][CH2:46][Cl:47].[O:14]1[CH2:15][CH2:16][N:17]([CH2:20][CH2:21][NH2:22])[CH2:18][CH2:19]1.[n:28]1([O:29][C:30]([N:31]([CH3:32])[CH3:33])=[N+:34]([CH3:35])[CH3:36])[c:37]2[cH:38][cH:39][cH:40][cH:41][c:42]2[n:43][n:44]1>>[CH3:1][c:2]1[c:3]([N+:11](=[O:12])[O-:13])[cH:4][cH:5][c:6]([C:8](=[O:10])[NH:22][CH2:21][CH2:20][N:17]2[CH2:16][CH2:15][O:14][CH2:19][CH2:18]2)[n:7]1.